From a dataset of the Open Reaction Database (ORD), a public repository of structured organic reaction records. describe an organic reaction: reactants, conditions, products, and yield Reactants: C(C)OC(=O)C1(CC1)C1=CC=C(C=C1)C1=CC=C(C=C1)C=1C=NN(C1C=O)C (1-[4′-(5-Formyl-1-methyl-1H-pyrazol-4-yl)-biphenyl-4-yl]-cyclopropanecarboxylic acid ethyl ester), C(#C)[Mg]Br (ethynylmagnesium bromide). The product is C(C)OC(=O)C1(CC1)C1=CC=C(C=C1)C1=CC=C(C=C1)C=1C=NN(C1C(C#C)O)C (1-{4′-[5-(1-Hydroxy-prop-2-ynyl)-1-methyl-1H-pyrazol-4-yl]-biphenyl-4-yl}-cyclopropanecarboxylic acid ethyl ester). Reaction SMILES: [CH2:1]([O:3][C:4]([C:6]1([C:9]2[CH:14]=[CH:13][C:12]([C:15]3[CH:20]=[CH:19][C:18]([C:21]4[CH:22]=[N:23][N:24]([CH3:28])[C:25]=4[CH:26]=[O:27])=[CH:17][CH:16]=3)=[CH:11][CH:10]=2)[CH2:8][CH2:7]1)=[O:5])[CH3:2].[C:29]([Mg]Br)#[CH:30]>>[CH2:1]([O:3][C:4]([C:6]1([C:9]2[CH:10]=[CH:11][C:12]([C:15]3[CH:20]=[CH:19][C:18]([C:21]4[CH:22]=[N:23][N:24]([CH3:28])[C:25]=4[CH:26]([OH:27])[C:29]#[CH:30])=[CH:17][CH:16]=3)=[CH:13][CH:14]=2)[CH2:8][CH2:7]1)=[O:5])[CH3:2]. Procedure details: Prepared according to the procedure described in Example 5, Step 1, using the following starting materials: 1-[4′-(5-Formyl-1-methyl-1H-pyrazol-4-yl)-biphenyl-4-yl]-cyclopropanecarboxylic acid ethyl ester and ethynylmagnesium bromide. The reactants are O1C(CCCC1)OC1OCCCC1 (Tetrahydropyranyl ether), O1C(CCCC1)OC1OCCCC1 (tetrahydropyranyl ether), C(CCCCCO)Br (hexamethylene bromohydrin), C(CCCCCC#CCCCCCC)O (7-tetradecyne-1-ol), C#CCCCCCC (1-octyne), C(CCC)[Li] (butyllithium). Solvent: O (water), CN(P(N(C)C)(N(C)C)=O)C (hexamethylphosphoric triamide), O1CCCC1 (tetrahydrofuran), CCCCCC (hexane). Conditions: temperature 0 celsius, time 30 minute. The product is C(CCCCC\C=C/CCCCCC)(=O)OC(C)CC (Sec-butyl (Z)-7-tetradecenoate). RXN SMILES: O1CC[CH2:4][CH2:3][CH:2]1[O:7][CH:8]1[CH2:13][CH2:12][CH2:11][CH2:10][O:9]1.[CH2:14](O)[CH2:15][CH2:16][CH2:17][CH2:18][CH2:19][C:20]#[C:21][CH2:22]CCCCC.[CH:29]#CCCCCCC.C([Li])CCC.C(Br)CCCCCO>O1CCCC1.CCCCCC.CN(C)P(=O)(N(C)C)N(C)C.O>[C:8]([O:7][CH:2]([CH2:3][CH3:4])[CH3:29])(=[O:9])[CH2:13][CH2:12][CH2:11][CH2:10][CH2:14]/[CH:15]=[CH:16]\[CH2:17][CH2:18][CH2:19][CH2:20][CH2:21][CH3:22]. Procedure details: Tetrahydropyranyl ether derivative of 7-tetradecyne-1-ol. To a cooled solution (-15° C.) of 1-octyne (7.95 g) in 30 ml of dry tetrahydrofuran under a nitrogen atmosphere was added dropwise 30.4 ml of 2.09M butyllithium in hexane. The addition took 30 minutes, after which the reaction was warmed to 0° C. and then cooled to -10° C. This solution was added slowly to a cold (0° C.) solution of the tetrahydropyranyl ether derivative of hexamethylene bromohydrin (14.80 g) in 50 ml of hexamethylphospho... Starting materials: CCO, CCCn1cc(C(=O)OCC)c(Nc2ccc(I)cc2F)cc1=O, [Na+], [OH-]. Product: CCCn1cc(C(=O)O)c(Nc2ccc(I)cc2F)cc1=O. Reaction SMILES: [CH3:27][CH2:28][OH:29].[F:1][c:2]1[c:3]([NH:4][c:5]2[c:6]([C:15](=[O:16])[O:17][CH2:18][CH3:19])[cH:7][n:8]([CH2:12][CH2:13][CH3:14])[c:9](=[O:11])[cH:10]2)[cH:20][cH:21][c:22]([I:24])[cH:23]1.[Na+:26].[OH-:25]>>[F:1][c:2]1[c:3]([NH:4][c:5]2[c:6]([C:15](=[O:16])[OH:17])[cH:7][n:8]([CH2:12][CH2:13][CH3:14])[c:9](=[O:11])[cH:10]2)[cH:20][cH:21][c:22]([I:24])[cH:23]1. RXN SMILES: [CH2:1]1[CH:6]([C:7]([OH:9])=[O:8])[N:5]=[C:4]([C:10]([OH:12])=[O:11])[CH:3]=[CH:2]1.[CH:13]1[N:14]=[C:15]([NH2:60])[C:16]2[N:21]=[CH:20][N:19]([C@@H:22]3[O:26][C@H:25]([CH2:27][O:28][P:29]([O:32][P:33]([O:36][CH2:37][C@H:38]4[O:42][C@@H:41]([N:43]5[CH:48]=[C:47]([C:49]([NH2:51])=[O:50])[CH2:46][CH:45]=[CH:44]5)[C@H:40]([OH:52])[C@@H:39]4[OH:53])([OH:35])=[O:34])([OH:31])=[O:30])[C@@H:24]([OH:54])[C@H:23]3[O:55][P:56]([OH:59])([OH:58])=[O:57])[C:17]=2[N:18]=1>>[CH:13]1[N:14]=[C:15]([NH2:60])[C:16]2[N:21]=[CH:20][N:19]([C@@H:22]3[O:26][C@H:25]([CH2:27][O:28][P:29]([O:32][P:33]([O:36][CH2:37][C@H:38]4[O:42][C@@H:41]([N:43]5[CH:48]=[C:47]([C:49]([NH2:51])=[O:50])[CH2:46][CH:45]=[CH:44]5)[C@H:40]([OH:52])[C@@H:39]4[OH:53])([OH:35])=[O:34])([OH:31])=[O:30])[C@@H:24]([OH:54])[C@H:23]3[O:55][P:56]([OH:59])([OH:58])=[O:57])[C:17]=2[N:18]=1.[N:5]1[C:4]([C:10]([O-:12])=[O:11])=[CH:3][CH:2]=[CH:1][C:6]=1[C:7]([O-:9])=[O:8].[CH2:1]1[CH:6]([C:7]([OH:9])=[O:8])[N:5]=[C:4]([C:10]([OH:12])=[O:11])[CH:3]=[CH:2]1. Reported procedure: Dihydrodipicolinate reductase ternary crystals can be produced by mixing dihydrodipicolinate reductase with a 1.5 molar excess of NADPH and a 2.5 molar excess of 2,6-pyridinedicarboxylate (PDC) for 30-45 minutes at 4° C. to obtain a ternary complex of NADPH, PDC and dihydrodipicolinate reductase. Next, a precipitant solution containing polyethylene glycol, a salt and a buffer is provided. A droplet of dihydrodipicolinate reductase solution is mixed with a droplet of precipitant solution to obtai... The reactants are C1C=CC(=NC1C(=O)O)C(=O)O (dihydrodipicolinate), C=1N=C(C2=C(N1)N(C=N2)[C@H]3[C@@H]([C@@H]([C@H](O3)COP(=O)(O)OP(=O)(O)OC[C@@H]4[C@H]([C@H]([C@@H](O4)N5C=CCC(=C5)C(=O)N)O)O)O)OP(=O)(O)O)N (NADPH), C1C=CC(=NC1C(=O)O)C(=O)O (Dihydrodipicolinate). Product: C=1N=C(C2=C(N1)N(C=N2)[C@H]3[C@@H]([C@@H]([C@H](O3)COP(=O)(O)OP(=O)(O)OC[C@@H]4[C@H]([C@H]([C@@H](O4)N5C=CCC(=C5)C(=O)N)O)O)O)OP(=O)(O)O)N (NADPH), N1=C(C=CC=C1C(=O)[O-])C(=O)[O-] (PDC), C1C=CC(=NC1C(=O)O)C(=O)O (dihydrodipicolinate). The reactants are OC(CN1C(C2=C(C=C1)OC(=C2)C)=O)O (5-(2,2-dihydroxyethyl)-2-methyl-5H-furo[3,2-c]pyridine-4-one), NC=1C=NC=CC1NCCCOC1=CC2=C(N(C(C(C(N2C)=O)(C)C)=O)CC)C=C1 (7-[3-(3-aminopyridin-4-ylamino)propoxy]-1-ethyl-3,3,5-trimethyl-1,5-dihydrobenzo[b][1,4]diazepine-2,4-dione), S(=O)(O)[O-].[Na+] (sodium hydrogensulfite), C(C)OC(C)=O.Cl (hydrogen chloride ethyl acetate). Run in CN(C)C=O (DMF), C(C)(=O)OCC (ethyl acetate). Yields the product Cl.Cl.C(C)N1C2=C(N(C(C(C1=O)(C)C)=O)C)C=C(C=C2)OCCCN2C(=NC=1C=NC=CC12)CN1C(C2=C(C=C1)OC(=C2)C)=O (1-ethyl-3,3,5-trimethyl-7-{3-[2-(2-methyl-4-oxo-4H-furo[3,2-c]pyridin-5-ylmethyl)imidazo[4,5-c]pyridin-1-yl]propoxy}-1,5-dihydrobenzo[b][1,4]diazepine-2,4-dione dihydrochloride). Reaction SMILES: O[CH:2](O)[CH2:3][N:4]1[CH:9]=[CH:8][C:7]2[O:10][C:11]([CH3:13])=[CH:12][C:6]=2[C:5]1=[O:14].[NH2:16][C:17]1[CH:18]=[N:19][CH:20]=[CH:21][C:22]=1[NH:23][CH2:24][CH2:25][CH2:26][O:27][C:28]1[CH:45]=[CH:44][C:31]2[N:32]([CH2:42][CH3:43])[C:33](=[O:41])[C:34]([CH3:40])([CH3:39])[C:35](=[O:38])[N:36]([CH3:37])[C:30]=2[CH:29]=1.S([O-])(O)=O.[Na+].C(OC(=O)C)C.[ClH:57]>C(OCC)(=O)C.CN(C=O)C>[ClH:57].[ClH:57].[CH2:42]([N:32]1[C:33](=[O:41])[C:34]([CH3:40])([CH3:39])[C:35](=[O:38])[N:36]([CH3:37])[C:30]2[CH:29]=[C:28]([O:27][CH2:26][CH2:25][CH2:24][N:23]3[C:22]4[CH:21]=[CH:20][N:19]=[CH:18][C:17]=4[N:16]=[C:2]3[CH2:3][N:4]3[CH:9]=[CH:8][C:7]4[O:10][C:11]([CH3:13])=[CH:12][C:6]=4[C:5]3=[O:14])[CH:45]=[CH:44][C:31]1=2)[CH3:43] |f:2.3,4.5,8.9.10|. Reported procedure: A DMF solution(4 ml) of 5-(2,2-dihydroxyethyl)-2-methyl-5H-furo[3,2-c]pyridine-4-one(0.20 g), 7-[3-(3-aminopyridin-4-ylamino)propoxy]-1-ethyl-3,3,5-trimethyl-1,5-dihydrobenzo[b][1,4]diazepine-2,4-dione(0.37 g), and sodium hydrogensulfite(0.47 g) were heated at 180° C. for 10 minutes (microwave reactor). After the reaction liquid was condensed under reduced pressure, the residue was purified by silica gel column chromatography (ethyl acetate: methanol=95:5→60:40). The purified product was condens... Starting materials: O (water), [Cr](=O)(=O)([O-])O[Cr](=O)(=O)[O-].[NH+]1=CC=CC=C1.[NH+]1=CC=CC=C1 (Pyridinium dichromate), C1(=CC=CC=C1)CCOCCCO (3-[2-phenylethoxy]-propanol), C1(=CC=CC=C1)CC1OCCCO1 (2-phenylmethyl-1,3-dioxane). Run in CN(C)C=O (DMF). Yields the product C1(=CC=CC=C1)CCOCCC(=O)O (3-[2-Phenylethoxy]propanoic acid). RXN SMILES: [Cr](O[Cr]([O-])(=O)=O)([O-])(=O)=O.[NH+]1C=CC=CC=1.[NH+]1C=CC=CC=1.[C:22]1([CH2:28][CH2:29][O:30][CH2:31][CH2:32][CH2:33][OH:34])[CH:27]=[CH:26][CH:25]=[CH:24][CH:23]=1.C1(CC2OCCC[O:43]2)C=CC=CC=1.O>CN(C=O)C>[C:22]1([CH2:28][CH2:29][O:30][CH2:31][CH2:32][C:33]([OH:43])=[O:34])[CH:27]=[CH:26][CH:25]=[CH:24][CH:23]=1 |f:0.1.2|. Procedure details: Pyridinium dichromate (100 g) was added to a solution of 3-[2-phenylethoxy]-propanol (13.6 g) (prepared from 2-phenylmethyl-1,3-dioxane following the method described in Can. J. Chem., 1974, 52, 888) in DMF (400 ml). The whole was rapidly stirred for 6 hours at which point water was added. This was then extracted with ether (×3). The combined ethereal layers were extracted with 10% aqueous sodium hydroxide solution (500 ml). The basic solution was made acidic pH 1-2 with concentrated hydrochlori... Reactants: O=C([O-])O, CCS(=O)(=O)c1ccc2c(c1)CN(C(C)C)S(=O)(=O)N2CCCl, Fc1ccc2c(C3=CCNCC3)c[nH]c2c1, [I-], [Na+], [Na+], O. The product is CCS(=O)(=O)c1ccc2c(c1)CN(C(C)C)S(=O)(=O)N2CCN1CC=C(c2c[nH]c3cc(F)ccc23)CC1. RXN SMILES: [C:42](=[O:43])([OH:44])[O-:45].[Cl:1][CH2:2][CH2:3][N:4]1[S:5](=[O:22])(=[O:23])[N:6]([CH:19]([CH3:20])[CH3:21])[CH2:7][c:8]2[c:9]1[cH:10][cH:11][c:12]([S:14](=[O:15])(=[O:16])[CH2:17][CH3:18])[cH:13]2.[F:24][c:25]1[cH:26][cH:27][c:28]2[c:29]([C:34]3=[CH:39][CH2:38][NH:37][CH2:36][CH2:35]3)[cH:30][nH:31][c:32]2[cH:33]1.[I-:41].[Na+:40].[Na+:46].[OH2:47]>>[CH2:2]([CH2:3][N:4]1[S:5](=[O:22])(=[O:23])[N:6]([CH:19]([CH3:20])[CH3:21])[CH2:7][c:8]2[c:9]1[cH:10][cH:11][c:12]([S:14](=[O:15])(=[O:16])[CH2:17][CH3:18])[cH:13]2)[N:37]1[CH2:36][CH2:35][C:34]([c:29]2[c:28]3[cH:27][cH:26][c:25]([F:24])[cH:33][c:32]3[nH:31][cH:30]2)=[CH:39][CH2:38]1.